This data is from the Open Reaction Database (ORD), a public repository of structured organic reaction records. The task is: describe an organic reaction: reactants, conditions, products, and yield The reactants are ClC(Cl)(OC(OC(Cl)(Cl)Cl)=O)Cl (triphosgene), C(C)(C)N(CC)C(C)C (diisopropylethylamine), NC1=C(C=C(C(=C1)C(F)(F)F)Cl)NC1CCN(CC1)C(=O)OC(C)(C)C (1,1-Dimethylethyl 4-[(2-amino-5-chloro-4-trifluoromethylphenyl)amino]-1-piperidinecarboxylate). The solvent is ClCCl (dichloromethane). Run at temperature 0 celsius, time 1 hour. The product is FC(C1=CC2=C(N(C(N2)=O)C2CCN(CC2)C(=O)OC(C)(C)C)C=C1Cl)(F)F (1,1-Dimethylethyl 4-(5-trifluoromethyl-6-chloro-2-oxo-2,3-dihydro-1H-benzimidazol-1-yl)-1-piperidinecarboxylate). As a reaction SMILES: [NH2:1][C:2]1[CH:7]=[C:6]([C:8]([F:11])([F:10])[F:9])[C:5]([Cl:12])=[CH:4][C:3]=1[NH:13][CH:14]1[CH2:19][CH2:18][N:17]([C:20]([O:22][C:23]([CH3:26])([CH3:25])[CH3:24])=[O:21])[CH2:16][CH2:15]1.Cl[C:28](Cl)([O:30]C(=O)OC(Cl)(Cl)Cl)Cl.C(N(C(C)C)CC)(C)C>ClCCl>[F:10][C:8]([F:11])([F:9])[C:6]1[C:5]([Cl:12])=[CH:4][C:3]2[N:13]([CH:14]3[CH2:15][CH2:16][N:17]([C:20]([O:22][C:23]([CH3:26])([CH3:25])[CH3:24])=[O:21])[CH2:18][CH2:19]3)[C:28](=[O:30])[NH:1][C:2]=2[CH:7]=1. Procedure details: 1,1-Dimethylethyl 4-[(2-amino-5-chloro-4-trifluoromethylphenyl)amino]-1-piperidinecarboxylate (D62, 2.2 g) was dissolved in 25 ml of dichloromethane at 0° C. and triphosgene (0.6 g) and diisopropylethylamine (1.0 ml) were added and the mixture was stirred at 0° C. for 1 h, then washed with aqueous citric acid, dried over MgSO4, filtered and evaporated The product was chromatographed on silica gel eluting with methanol-dichloromethane mixtures, then crystallised from diethyl ether to yield the su... The reactants are O=Cc1ccc(Br)cc1, C1COCCN1, [Na+], [Na+], N#C[Na], [OH-], O, O=S([O-])O. The product is N#CC(c1ccc(Br)cc1)N1CCOCC1. RXN SMILES: [Br:6][c:7]1[cH:8][cH:9][c:10]([CH:11]=[O:12])[cH:13][cH:14]1.[CH2:15]1[CH2:16][O:17][CH2:18][CH2:19][NH:20]1.[Na+:25].[Na+:5].[Na:21][C:22]#[N:23].[OH-:24].[OH2:26].[S:1]([O-:2])([OH:3])=[O:4]>>[Br:6][c:7]1[cH:8][cH:9][c:10]([CH:11]([N:20]2[CH2:15][CH2:16][O:17][CH2:18][CH2:19]2)[C:22]#[N:23])[cH:13][cH:14]1.